This data is from the Open Reaction Database (ORD), a public repository of structured organic reaction records. The task is: describe an organic reaction: reactants, conditions, products, and yield Starting materials: O=C(c1ccc2n1Cc1ccccc1N(S(=O)(=O)c1ccc(Br)cc1)C2)C(Cl)(Cl)Cl, CS(C)=O, CC#N, NCc1cccnc1. Product: O=C(NCc1cccnc1)c1ccc2n1Cc1ccccc1N(S(=O)(=O)c1ccc(Br)cc1)C2. As a reaction SMILES: [Br:1][c:2]1[cH:3][cH:4][c:5]([S:8](=[O:9])(=[O:10])[N:11]2[CH2:12][c:13]3[n:14]([c:22]([C:25]([C:26]([Cl:27])([Cl:28])[Cl:29])=[O:30])[cH:23][cH:24]3)[CH2:15][c:16]3[c:17]2[cH:18][cH:19][cH:20][cH:21]3)[cH:6][cH:7]1.[CH3:31][S:32](=[O:33])[CH3:34].[CH3:43][C:44]#[N:45].[NH2:35][CH2:36][c:37]1[cH:38][n:39][cH:40][cH:41][cH:42]1>>[Br:1][c:2]1[cH:3][cH:4][c:5]([S:8](=[O:9])(=[O:10])[N:11]2[CH2:12][c:13]3[n:14]([c:22]([C:25](=[O:30])[NH:35][CH2:36][c:37]4[cH:38][n:39][cH:40][cH:41][cH:42]4)[cH:23][cH:24]3)[CH2:15][c:16]3[c:17]2[cH:18][cH:19][cH:20][cH:21]3)[cH:6][cH:7]1.